Dataset: the Open Reaction Database (ORD), a public repository of structured organic reaction records. Task: describe an organic reaction: reactants, conditions, products, and yield Conditions: temperature 120 celsius, time 18 hour. The reactants are C(CCC)C=1N(C(=C(N1)Cl)C=O)CC1=CC=C(C=C1)C1=C(C=CC=C1)C#N (2-butyl-4-chloro-5-formyl-1-(2'-cyanobiphenyl-4-yl)methylimidazole), C(CCCCCCC)[Sn](CCCCCCCC)(CCCCCCCC)N=[N+]=[N-] (trioctyltin azide). The product is C(CCC)C=1N(C(=C(N1)Cl)C=O)CC1=CC=C(C=C1)C1=C(C=CC=C1)C1=NN=NN1 (2-butyl-4-chloro-5-formyl-1-[2'-(1H-tetrazol-5-yl)biphenyl-4-yl]methylimidazole). Run in C1(=CC=CC=C1)C (toluene). Reported procedure: A mixture of 2.11 g of 2-butyl-4-chloro-5-formyl-1-(2'-cyanobiphenyl-4-yl)methylimidazole, 8.38 g of trioctyltin azide (tri-n-octyltin azide) and 10 ml of toluene was stirred at 120° C. for 18 hours. After cooling, the reaction mixture was concentrated. To the residue was added 10 ml of ethanol as well as an aqueous solution of sodium nitrite (1.3 g/5 ml) and the mixture was adjusted to pH 3.3 with concentrated hydrochloric acid. The mixture was diluted with 20 ml of water and extracted with two... RXN SMILES: [CH2:1]([C:5]1[N:6]([CH2:13][C:14]2[CH:19]=[CH:18][C:17]([C:20]3[CH:25]=[CH:24][CH:23]=[CH:22][C:21]=3[C:26]#[N:27])=[CH:16][CH:15]=2)[C:7]([CH:11]=[O:12])=[C:8]([Cl:10])[N:9]=1)[CH2:2][CH2:3][CH3:4].C([Sn]([N:53]=[N+:54]=[N-:55])(CCCCCCCC)CCCCCCCC)CCCCCCC>C1(C)C=CC=CC=1>[CH2:1]([C:5]1[N:6]([CH2:13][C:14]2[CH:15]=[CH:16][C:17]([C:20]3[CH:25]=[CH:24][CH:23]=[CH:22][C:21]=3[C:26]3[NH:55][N:54]=[N:53][N:27]=3)=[CH:18][CH:19]=2)[C:7]([CH:11]=[O:12])=[C:8]([Cl:10])[N:9]=1)[CH2:2][CH2:3][CH3:4]. The yield is 77.4%. Starting materials: FC(C=1C=CC2=C(C=CO2)C1)(F)F (5-(trifluoromethyl)-1-benzofuran), CN(CCN(C)C)C (tetramethylethylenediamine), B(OC(C)C)(OC(C)C)OC(C)C (triisopropyl borate), [Li]CCCC (n-BuLi). Run in O1CCCC1 (tetrahydrofuran). Reaction conditions: temperature -10 celsius, time 30 minute. Yields the product FC(C=1C=CC2=C(C=C(O2)B(O)O)C1)(F)F ([5-(trifluoromethyl)-1-benzofuran-2-yl]boronic acid). Isolated yield 32.4%. Reaction SMILES: [F:1][C:2]([F:13])([F:12])[C:3]1[CH:4]=[CH:5][C:6]2[O:10][CH:9]=[CH:8][C:7]=2[CH:11]=1.CN(C)CCN(C)C.[Li]CCCC.[B:27](OC(C)C)([O:32]C(C)C)[O:28]C(C)C>O1CCCC1>[F:13][C:2]([F:1])([F:12])[C:3]1[CH:4]=[CH:5][C:6]2[O:10][C:9]([B:27]([OH:32])[OH:28])=[CH:8][C:7]=2[CH:11]=1. Procedure: To a solution of 5-(trifluoromethyl)-1-benzofuran (5.0 g, 26.86 mmol) in dry tetrahydrofuran (120 mL) were added tetramethylethylenediamine (3.74 g, 32.2 mmol). The solution was kept below −60° C. under nitrogen, while n-BuLi (12.8 mL, 32.2 mmol, 2.5 M solution in hexane) was added dropwise. The solution was warmed to −10° C. over 45 min and stirred at this temperature for another 30 min. The mixture was cooled again below −60° C. followed by dropwise addition of triisopropyl borate (10.0 g, 53.... The reactants are FC(C=1SC=C(N1)C(CBr)=O)(F)F (2-trifluoromethyl-4-bromoacetyl-thiazole), C(=O)(OC)COC1=CC=C(C=C1)CCN (2-(4-carbomethoxymethoxyphenyl)ethanamine). Yields the product C(=O)(OC)COC1=CC=C(C=C1)CCNCC(C=1N=C(SC1)C(F)(F)F)O (N-[2-(4-Carbomethoxymethoxyphenyl)ethyl]-2-hydroxy-2-(2-trifluoromethyl-thiazol-4-yl)ethanamine). As a reaction SMILES: [F:1][C:2]([F:13])([F:12])[C:3]1[S:4][CH:5]=[C:6]([C:8](=[O:11])[CH2:9]Br)[N:7]=1.[C:14]([CH2:18][O:19][C:20]1[CH:25]=[CH:24][C:23]([CH2:26][CH2:27][NH2:28])=[CH:22][CH:21]=1)([O:16][CH3:17])=[O:15]>>[C:14]([CH2:18][O:19][C:20]1[CH:25]=[CH:24][C:23]([CH2:26][CH2:27][NH:28][CH2:9][CH:8]([OH:11])[C:6]2[N:7]=[C:3]([C:2]([F:13])([F:12])[F:1])[S:4][CH:5]=2)=[CH:22][CH:21]=1)([O:16][CH3:17])=[O:15]. Procedure: Prepared analogously to Example 3 by reaction of 2-trifluoromethyl-4-bromoacetyl-thiazole with 2-(4-carbomethoxymethoxyphenyl)ethanamine, followed by reduction. Reactants: Cc1ccccc1, [H][H], Fc1cccc(C2=CCC(C3CCC4(CC3)OCCO4)CC2)c1. Product: Fc1cccc(C2CCC(C3CCC4(CC3)OCCO4)CC2)c1. Reaction SMILES: [CH3:26][c:27]1[cH:28][cH:29][cH:30][cH:31][cH:32]1.[H:24][H:25].[O:1]1[CH2:2][CH2:3][O:4][C:5]12[CH2:6][CH2:7][CH:8]([CH:11]1[CH2:12][CH:13]=[C:14]([c:17]3[cH:18][c:19]([F:23])[cH:20][cH:21][cH:22]3)[CH2:15][CH2:16]1)[CH2:9][CH2:10]2>>[O:1]1[CH2:2][CH2:3][O:4][C:5]12[CH2:6][CH2:7][CH:8]([CH:11]1[CH2:12][CH2:13][CH:14]([c:17]3[cH:18][c:19]([F:23])[cH:20][cH:21][cH:22]3)[CH2:15][CH2:16]1)[CH2:9][CH2:10]2. Starting materials: BrC1=CC=C(C=C1)I (4-bromoiodobenzene), BrCl (BrCl), ClC1=CC=C(C=C1)C=1C=CC(=NC1)C#C (5-(4-chlorophenyl)-2-ethynylpyridine), BrCl (BrCl). Yields the product BrC1=CC=C(C=C1)C#CC1=NC=C(C=C1)C1=CC=C(C=C1)Cl (2-(4-bromophenylethynyl)-5-(4-chlorophenyl)pyridine). As a reaction SMILES: [Br:1][C:2]1[CH:7]=[CH:6][C:5](I)=[CH:4][CH:3]=1.[Cl:9][C:10]1[CH:15]=[CH:14][C:13]([C:16]2[CH:17]=[CH:18][C:19]([C:22]#[CH:23])=[N:20][CH:21]=2)=[CH:12][CH:11]=1.BrCl>>[Br:1][C:2]1[CH:7]=[CH:6][C:5]([C:23]#[C:22][C:19]2[CH:18]=[CH:17][C:16]([C:13]3[CH:14]=[CH:15][C:10]([Cl:9])=[CH:11][CH:12]=3)=[CH:21][N:20]=2)=[CH:4][CH:3]=1. Procedure details: The product was obtained analogously to Example 7.1e starting from 4-bromoiodobenzene and 5-(4-chlorophenyl)-2-ethynylpyridine. Yield: 7.10 g (90% of theoretical); C19H11BrClN (M=368.654); calc.: molpeak (M+H)+: 368/370/372 (BrCl); found: molpeak (M+H)+: 368/370/372 (BrCl); HPLC-MS: 7.60 minutes (method A). Reactants: C1CCOC1, COc1cccc(OC)c1-c1ccccc1P(C1CCCCC1)C1CCCCC1, COC(=O)c1ccc(-c2cc(OC)ccc2F)c(B2OC(C)(C)C(C)(C)O2)c1, CC1(C)C=C(OS(=O)(=O)C(F)(F)F)CC(C)(C)C1, [K+], [K+], [K+], CC(=O)[O-], CC(=O)[O-], O, O=P([O-])([O-])[O-], [Pd+2]. Yields the product COC(=O)c1ccc(-c2cc(OC)ccc2F)c(C2=CC(C)(C)CC(C)(C)C2)c1. RXN SMILES: [CH2:94]1[O:95][CH2:96][CH2:97][CH2:98]1.[CH:37]1([P:38]([CH:39]2[CH2:40][CH2:41][CH2:42][CH2:43][CH2:44]2)[c:45]2[cH:46][cH:47][cH:48][cH:49][c:50]2-[c:51]2[c:52]([O:53][CH3:54])[cH:55][cH:56][cH:57][c:58]2[O:59][CH3:60])[CH2:61][CH2:62][CH2:63][CH2:64][CH2:65]1.[F:1][c:2]1[c:3](-[c:10]2[c:11]([B:20]3[O:21][C:22]([CH3:23])([CH3:24])[C:25]([CH3:26])([CH3:27])[O:28]3)[cH:12][c:13]([C:16](=[O:17])[O:18][CH3:19])[cH:14][cH:15]2)[cH:4][c:5]([O:8][CH3:9])[cH:6][cH:7]1.[F:67][C:68]([F:69])([F:70])[S:71]([O:72][C:73]1=[CH:74][C:75]([CH3:81])([CH3:82])[CH2:76][C:77]([CH3:79])([CH3:80])[CH2:78]1)(=[O:83])=[O:84].[K+:34].[K+:35].[K+:36].[O-:86][C:87]([CH3:88])=[O:89].[O-:90][C:91]([CH3:92])=[O:93].[OH2:66].[P:29]([O-:30])([O-:31])([O-:32])=[O:33].[Pd+2:85]>>[F:1][c:2]1[c:3](-[c:10]2[c:11]([C:73]3=[CH:74][C:75]([CH3:81])([CH3:82])[CH2:76][C:77]([CH3:79])([CH3:80])[CH2:78]3)[cH:12][c:13]([C:16](=[O:17])[O:18][CH3:19])[cH:14][cH:15]2)[cH:4][c:5]([O:8][CH3:9])[cH:6][cH:7]1. Starting materials: [H-].[Na+] (sodium hydride), BrC=1C=CC(=C(C1)C(C)=O)O (1-(5-bromo-2-hydroxyphenyl)ethanone), ClCOC (methyl chloromethyl ether). Run in CN(C)C=O (DMF). Reaction conditions: time 4 hour. Product: BrC=1C=CC(=C(C1)C(C)=O)OCOC (1-(5-Bromo-2-(methoxymethoxy)phenyl)ethanone), oil. Isolated yield 79.0%. As a reaction SMILES: [H-].[Na+].[Br:3][C:4]1[CH:5]=[CH:6][C:7]([OH:13])=[C:8]([C:10](=[O:12])[CH3:11])[CH:9]=1.Cl[CH2:15][O:16][CH3:17]>CN(C=O)C>[Br:3][C:4]1[CH:5]=[CH:6][C:7]([O:13][CH2:15][O:16][CH3:17])=[C:8]([C:10](=[O:12])[CH3:11])[CH:9]=1 |f:0.1|. Reported procedure: To a slurry of sodium hydride (60% oily dispersion; 1.125 g, 28 mmol) in anhydrous DMF (80 mL), 1-(5-bromo-2-hydroxyphenyl)ethanone (4.67 g, 21.7 mmol) was added at 0° C. under a nitrogen atmosphere. After stirring for 1 h at the same temperature, methyl chloromethyl ether (tech, 90%; 2.35 g, 26 mmol) was added dropwise. The reaction mixture was allowed to gradually warm to room temperature and was stirred for 4 h. The reaction mixture was then quenched by pouring it onto saturated NH4Cl (aq) (1... Reactants: [OH-].[Na+] (sodium hydroxide), C(C1=CC=CC=C1)C1=NC2=C(N1CC1=C(C=C(C=C1)Cl)Cl)C=C(C=C2)C(=O)OCC (2-benzyl-1-(2,4-dichlorobenzyl)-6-ethoxycarbonylbenzimidazole), Cl (hydrochloric acid). Solvent: C(C)O (Ethanol). Yields the product C(C1=CC=CC=C1)C1=NC2=C(N1CC1=C(C=C(C=C1)Cl)Cl)C=C(C=C2)C(=O)O (2-benzyl-6-carboxy-1-(2,4-dichlorobenzyl)benzimidazole). Yield: 77.9%. RXN SMILES: [OH-].[Na+].[CH2:3]([C:10]1[N:14]([CH2:15][C:16]2[CH:21]=[CH:20][C:19]([Cl:22])=[CH:18][C:17]=2[Cl:23])[C:13]2[CH:24]=[C:25]([C:28]([O:30]CC)=[O:29])[CH:26]=[CH:27][C:12]=2[N:11]=1)[C:4]1[CH:9]=[CH:8][CH:7]=[CH:6][CH:5]=1.Cl>C(O)C>[CH2:3]([C:10]1[N:14]([CH2:15][C:16]2[CH:21]=[CH:20][C:19]([Cl:22])=[CH:18][C:17]=2[Cl:23])[C:13]2[CH:24]=[C:25]([C:28]([OH:30])=[O:29])[CH:26]=[CH:27][C:12]=2[N:11]=1)[C:4]1[CH:9]=[CH:8][CH:7]=[CH:6][CH:5]=1 |f:0.1|. Procedure details: Ethanol (80 ml) and 10% sodium hydroxide aqueous solution (37 g) are added to 2-benzyl-1-(2,4-dichlorobenzyl)-6-ethoxycarbonylbenzimidazole (0.48 g) (example 12), and the solution is refluxed for 4 hours. After the reaction solution is cooled, its acidity is adjusted to pH 6 with 10% hydrochloric acid. The sediment is gathered, is washed with water, is dried under reduced pressure, and thus, 2-benzyl-6-carboxy-1-(2,4-dichlorobenzyl)benzimidazole (0.35 g) is obtained.